This data is from the Open Reaction Database (ORD), a public repository of structured organic reaction records. The task is: describe an organic reaction: reactants, conditions, products, and yield Reactants: CC1(CC2(C(NC(N2)=O)=O)CC(N1C)(C)C)C (7,7,8,9,9-pentamethyl-1,3,8-triazaspiro[4.5]decane-2,4-dione), [OH-].[K+] (potassium hydroxide), BrCC(CBr)O (1,3-dibromo-2-propanol). Solvent: CN(C=O)C (N,N-dimethylformamide). Conditions: time 30 minute. The product is OC(CN1C(NC2(C1=O)CC(N(C(C2)(C)C)C)(C)C)=O)CN2C(NC1(C2=O)CC(N(C(C1)(C)C)C)(C)C)=O (2-Hydroxy-1,3-bis(7,7,8,9,9-pentamethyl-2,4-dioxo-1,3,8-triazaspiro[4.5]dec-3-yl)propane). As a reaction SMILES: [CH3:1][C:2]1([CH3:17])[N:13]([CH3:14])[C:12]([CH3:16])([CH3:15])[CH2:11][C:4]2([NH:8][C:7](=[O:9])[NH:6][C:5]2=[O:10])[CH2:3]1.[OH-:18].[K+].Br[CH2:21][CH:22]([OH:25])[CH2:23]Br>CN(C)C=O>[OH:25][CH:22]([CH2:23][N:6]1[C:5](=[O:18])[C:4]2([CH2:3][C:2]([CH3:1])([CH3:17])[N:13]([CH3:14])[C:12]([CH3:16])([CH3:15])[CH2:11]2)[NH:8][C:7]1=[O:9])[CH2:21][N:6]1[C:5](=[O:10])[C:4]2([CH2:3][C:2]([CH3:17])([CH3:1])[N:13]([CH3:14])[C:12]([CH3:16])([CH3:15])[CH2:11]2)[NH:8][C:7]1=[O:9] |f:1.2|. Procedure: 22.0 g of 7,7,8,9,9-pentamethyl-1,3,8-triazaspiro[4.5]decane-2,4-dione and 5.1 g of potassium hydroxide were added to 200 ml of N,N-dimethylformamide, and the mixture was heated, with stirring, for 30 minutes at 50°-60° C. At the end of this time, 9.0 g of 1,3-dibromo-2-propanol were added dropwise to the mixture and the whole mixture was heated, with stirring, for 6 hours at 100°-110° C. After completion of the reaction, the reaction mixture was condensed by evaporation and the residue was wash... Starting materials: BrC=1C=C(C(=O)NC=2OC3=C(N2)C(=CC=C3C3=CC=C(C=C3)F)OC)C=CN1 (2-bromo-N-[7-(4-fluoro-phenyl)-4-methoxy-benzooxazol-2-yl]-isonicotinamide), C([O-])([O-])=O.[Cs+].[Cs+] (cesium carbonate), N1CCOCC1 (morpholine). The solvent is CN1CCCC1=O (NMP). Yields the product FC1=CC=C(C=C1)C1=CC=C(C=2N=C(OC21)NC(C2=CC(=NC=C2)N2CCOCC2)=O)OC (N-[7-(4-Fluoro-phenyl)-4-methoxy-benzooxazol-2-yl]-2-morpholin-4-yl-isonicotinamide). As a reaction SMILES: Br[C:2]1[CH:3]=[C:4]([CH:26]=[CH:27][N:28]=1)[C:5]([NH:7][C:8]1[O:9][C:10]2[C:16]([C:17]3[CH:22]=[CH:21][C:20]([F:23])=[CH:19][CH:18]=3)=[CH:15][CH:14]=[C:13]([O:24][CH3:25])[C:11]=2[N:12]=1)=[O:6].C(=O)([O-])[O-].[Cs+].[Cs+].[NH:35]1[CH2:40][CH2:39][O:38][CH2:37][CH2:36]1>CN1C(=O)CCC1>[F:23][C:20]1[CH:21]=[CH:22][C:17]([C:16]2[C:10]3[O:9][C:8]([NH:7][C:5](=[O:6])[C:4]4[CH:26]=[CH:27][N:28]=[C:2]([N:35]5[CH2:40][CH2:39][O:38][CH2:37][CH2:36]5)[CH:3]=4)=[N:12][C:11]=3[C:13]([O:24][CH3:25])=[CH:14][CH:15]=2)=[CH:18][CH:19]=1 |f:1.2.3|. Reported procedure: From 2-bromo-N-[7-(4-fluoro-phenyl)-4-methoxy-benzooxazol-2-yl]-isonicotinamide with cesium carbonate and morpholine in NMP. ES-MS m/e (%): 449 (M+H+, 100). Reactants: O=C1CCC(=O)N1Br, CCOC(C)=O, Cc1cccc(OC(F)(F)C(F)F)c1, CC(C)(C#N)N=NC(C)(C)C#N. The product is FC(F)C(F)(F)Oc1cccc(CBr)c1. Reaction SMILES: [Br:15][N:16]1[C:17](=[O:18])[CH2:19][CH2:20][C:21]1=[O:22].[CH3:35][CH2:36][O:37][C:38](=[O:39])[CH3:40].[F:1][C:2]([CH:3]([F:4])[F:5])([O:6][c:7]1[cH:8][c:9]([CH3:13])[cH:10][cH:11][cH:12]1)[F:14].[N:23]([C:24]([CH3:25])([CH3:26])[C:27]#[N:28])=[N:29][C:30]([CH3:31])([CH3:32])[C:33]#[N:34]>>[F:1][C:2]([CH:3]([F:4])[F:5])([O:6][c:7]1[cH:8][c:9]([CH2:13][Br:15])[cH:10][cH:11][cH:12]1)[F:14]. The reactants are CCOC(=O)c1c(C)nc2c(O)cccn12, CCc1cccc(C)c1CCl, CC#N, [I-], [K+], [Na+], [Na+], O=C([O-])[O-]. Yields the product CCOC(=O)c1c(C)nc2c(OCc3c(C)cccc3CC)cccn12. As a reaction SMILES: [C:1](=[O:2])([O:3][CH2:4][CH3:5])[c:6]1[c:7]([CH3:16])[n:8][c:9]2[n:10]1[cH:11][cH:12][cH:13][c:14]2[OH:15].[CH2:17]([CH3:18])[c:19]1[c:20]([CH2:21][Cl:22])[c:23]([CH3:27])[cH:24][cH:25][cH:26]1.[CH3:36][C:37]#[N:38].[I-:35].[K+:34].[Na+:28].[Na+:29].[O-:30][C:31](=[O:32])[O-:33]>>[C:1](=[O:2])([O:3][CH2:4][CH3:5])[c:6]1[c:7]([CH3:16])[n:8][c:9]2[n:10]1[cH:11][cH:12][cH:13][c:14]2[O:15][CH2:21][c:20]1[c:19]([CH2:17][CH3:18])[cH:26][cH:25][cH:24][c:23]1[CH3:27]. Reactants: CCN=C=NCCCN(C)C, CCN(C(C)C)C(C)C, Cl, Nc1cccnc1, NCC(=O)N1CCC(Oc2ccccc2Cl)CC1, CN(C)C=O, O, On1nnc2ccccc21, O=C(O)c1cn(-c2cccnc2)nn1. Product: O=C(NCC(=O)N1CCC(Oc2ccccc2Cl)CC1)c1cn(-c2cccnc2)nn1. As a reaction SMILES: [CH3:41][CH2:42][N:43]=[C:44]=[N:45][CH2:46][CH2:47][CH2:48][N:49]([CH3:50])[CH3:51].[CH:1]([N:2]([CH2:3][CH3:4])[CH:5]([CH3:6])[CH3:7])([CH3:8])[CH3:9].[ClH:52].[NH2:24][c:25]1[cH:26][n:27][cH:28][cH:29][cH:30]1.[NH2:53][CH2:54][C:55](=[O:56])[N:57]1[CH2:58][CH2:59][CH:60]([O:63][c:64]2[c:65]([Cl:70])[cH:66][cH:67][cH:68][cH:69]2)[CH2:61][CH2:62]1.[O:71]=[CH:72][N:73]([CH3:74])[CH3:75].[OH2:76].[OH:31][n:32]1[c:33]2[c:34]([cH:35][cH:36][cH:37][cH:38]2)[n:39][n:40]1.[n:10]1[cH:11][c:12](-[n:16]2[n:17][n:18][c:19]([C:21](=[O:22])[OH:23])[cH:20]2)[cH:13][cH:14][cH:15]1>>[n:10]1[cH:11][c:12](-[n:16]2[n:17][n:18][c:19]([C:21](=[O:23])[NH:53][CH2:54][C:55](=[O:56])[N:57]3[CH2:58][CH2:59][CH:60]([O:63][c:64]4[c:65]([Cl:70])[cH:66][cH:67][cH:68][cH:69]4)[CH2:61][CH2:62]3)[cH:20]2)[cH:13][cH:14][cH:15]1. Reactants: C(C)(C)(C)OC(NC1=C(C=C(C=C1)C(F)(F)F)NC(CC(=O)C1=CC(=CC=C1)C=1C=NC(=CC1C)C1CC1)=O)=O ((2-{3-[3-(6-cyclopropyl-4-methyl-pyridin-3-yl)-phenyl]-3-oxo-propionylamino}-4-trifluoromethyl-phenyl)-carbamic acid tert-butyl ester), C(=O)(C(F)(F)F)O (TFA). Run in C(Cl)Cl (CH2Cl2). Yields the product C1(CC1)C1=CC(=C(C=N1)C=1C=C(C=CC1)C1=NC2=C(NC(C1)=O)C=C(C=C2)C(F)(F)F)C (4-[3-(6-Cyclopropyl-4-methyl-pyridin-3-yl)-phenyl]-8-trifluoromethyl-1,3-dihydro-benzo[b][1,4]diazepin-2-one), solid. The yield is 33.0%. As a reaction SMILES: C(OC(=O)[NH:7][C:8]1[CH:13]=[CH:12][C:11]([C:14]([F:17])([F:16])[F:15])=[CH:10][C:9]=1[NH:18][C:19](=[O:39])[CH2:20][C:21]([C:23]1[CH:28]=[CH:27][CH:26]=[C:25]([C:29]2[CH:30]=[N:31][C:32]([CH:36]3[CH2:38][CH2:37]3)=[CH:33][C:34]=2[CH3:35])[CH:24]=1)=O)(C)(C)C.C(O)(C(F)(F)F)=O>C(Cl)Cl>[CH:36]1([C:32]2[N:31]=[CH:30][C:29]([C:25]3[CH:24]=[C:23]([C:21]4[CH2:20][C:19](=[O:39])[NH:18][C:9]5[CH:10]=[C:11]([C:14]([F:17])([F:16])[F:15])[CH:12]=[CH:13][C:8]=5[N:7]=4)[CH:28]=[CH:27][CH:26]=3)=[C:34]([CH3:35])[CH:33]=2)[CH2:38][CH2:37]1. Reported procedure: The title compound was prepared from (2-{3-[3-(6-cyclopropyl-4-methyl-pyridin-3-yl)-phenyl]-3-oxo-propionylamino}-4-trifluoromethyl-phenyl)-carbamic acid tert-butyl ester (Example M264) (260 mg, 0.47 mmol) by treatment with TFA in CH2Cl2 according to the general procedure N. Obtained as an off-white solid (67 mg, 33%). The reactants are Brc1ccc2ccsc2c1, C1CCOC1, C1CCOC1, CC(=O)O, CCCCCCC, CCc1ccccc1, CC(C)[N-]C(C)C, Cc1cnc(Cl)nc1, N#CC1=C(C#N)C(=O)C(Cl)=C(Cl)C1=O, [Li+]. Yields the product Cc1cnc(Cl)nc1-c1cc2ccc(Br)cc2s1. Reaction SMILES: [Br:1][c:2]1[cH:3][cH:4][c:5]2[c:6]([s:7][cH:8][cH:9]2)[cH:10]1.[CH2:45]1[O:46][CH2:47][CH2:48][CH2:49]1.[CH2:57]1[O:58][CH2:59][CH2:60][CH2:61]1.[CH3:27][C:28](=[O:29])[OH:30].[CH3:50][CH2:51][CH2:52][CH2:53][CH2:54][CH2:55][CH3:56].[CH3:62][CH2:63][c:64]1[cH:65][cH:66][cH:67][cH:68][cH:69]1.[CH:11]([N-:12][CH:13]([CH3:14])[CH3:15])([CH3:16])[CH3:17].[Cl:19][c:20]1[n:21][cH:22][c:23]([CH3:26])[cH:24][n:25]1.[Cl:31][C:32]1=[C:43]([Cl:44])[C:41](=[O:42])[C:38]([C:39]#[N:40])=[C:35]([C:36]#[N:37])[C:33]1=[O:34].[Li+:18]>>[Br:1][c:2]1[cH:3][cH:4][c:5]2[c:6]([s:7][c:8](-[c:22]3[n:21][c:20]([Cl:19])[n:25][cH:24][c:23]3[CH3:26])[cH:9]2)[cH:10]1.